describe an organic reaction: reactants, conditions, products, and yield From a dataset of the Open Reaction Database (ORD), a public repository of structured organic reaction records. The reactants are FC(F)(F)c1cncc(Br)c1, [Li]CCCC, ClCCl, CC(C)(C)OC(=O)N1CCC(=O)CC1. The product is CC(C)(C)OC(=O)N1CCC(O)(c2cncc(C(F)(F)F)c2)CC1. Reaction SMILES: [Br:1][c:2]1[cH:3][n:4][cH:5][c:6]([C:8]([F:9])([F:10])[F:11])[cH:7]1.[CH2:12]([Li:13])[CH2:14][CH2:15][CH3:16].[CH2:31]([Cl:32])[Cl:33].[O:17]=[C:18]1[CH2:19][CH2:20][N:21]([C:24](=[O:25])[O:26][C:27]([CH3:28])([CH3:29])[CH3:30])[CH2:22][CH2:23]1>>[c:2]1([C:18]2([OH:17])[CH2:19][CH2:20][N:21]([C:24](=[O:25])[O:26][C:27]([CH3:28])([CH3:29])[CH3:30])[CH2:22][CH2:23]2)[cH:3][n:4][cH:5][c:6]([C:8]([F:9])([F:10])[F:11])[cH:7]1. The reactants are N1N=CN=C1 (1,2,4-triazole), ClC=1N=C(C2=C(N1)SC=C2C)NCC2=CC1=C(C=C2)OCCO1 (2-chloro-5-methyl-4-(3,4-ethylendioxybenzylamino)-thieno-[2,3-d]-pyrimidine). Yields the product N1(N=CN=C1)C=1N=C(C2=C(N1)SC=C2C)NCC2=CC1=C(C=C2)OCCO1 (2-(1,2,4-triazol-1-yl)-5-methyl-4-(3,4-ethylendioxybenzylamino)-thieno-[2,3-d]-pyrimidine). As a reaction SMILES: [NH:1]1[CH:5]=[N:4][CH:3]=[N:2]1.Cl[C:7]1[N:8]=[C:9]([NH:17][CH2:18][C:19]2[CH:24]=[CH:23][C:22]3[O:25][CH2:26][CH2:27][O:28][C:21]=3[CH:20]=2)[C:10]2[C:15]([CH3:16])=[CH:14][S:13][C:11]=2[N:12]=1>>[N:1]1([C:7]2[N:8]=[C:9]([NH:17][CH2:18][C:19]3[CH:24]=[CH:23][C:22]4[O:25][CH2:26][CH2:27][O:28][C:21]=4[CH:20]=3)[C:10]3[C:15]([CH3:16])=[CH:14][S:13][C:11]=3[N:12]=2)[CH:5]=[N:4][CH:3]=[N:2]1. Procedure details: Following the procedure of Example 97, the reaction of 1,2,4-triazole with 2-chloro-5-methyl-4-(3,4-ethylendioxybenzylamino)-thieno-[2,3-d]-pyrimidine gives 2-(1,2,4-triazol-1-yl)-5-methyl-4-(3,4-ethylendioxybenzylamino)-thieno-[2,3-d]-pyrimidine. Starting materials: Brc1ccc(C(c2ccccc2)(c2ccccc2)c2ccccc2)cn1, [C-]#N, CN(C)C=O, [K+], [K], [OH-], O, OCCO. The product is O=C(O)c1ccc(C(c2ccccc2)(c2ccccc2)c2ccccc2)cn1. Reaction SMILES: [Br:1][c:2]1[n:3][cH:4][c:5]([C:8]([c:9]2[cH:10][cH:11][cH:12][cH:13][cH:14]2)([c:15]2[cH:16][cH:17][cH:18][cH:19][cH:20]2)[c:21]2[cH:22][cH:23][cH:24][cH:25][cH:26]2)[cH:6][cH:7]1.[C-:27]#[N:28].[CH3:37][N:38]([CH3:39])[CH:40]=[O:41].[K+:31].[K:29].[OH-:30].[OH2:36].[OH:32][CH2:33][CH2:34][OH:35]>>[c:2]1([C:34](=[O:30])[OH:35])[n:3][cH:4][c:5]([C:8]([c:9]2[cH:10][cH:11][cH:12][cH:13][cH:14]2)([c:15]2[cH:16][cH:17][cH:18][cH:19][cH:20]2)[c:21]2[cH:22][cH:23][cH:24][cH:25][cH:26]2)[cH:6][cH:7]1. Starting materials: CCOC(C)=O, CC#N, CS(=O)(=O)c1ccc(OC2CCCC2)c(C(=O)O)c1, Cl, c1ccc2ncc(N3CCNCC3)cc2c1. Yields the product CS(=O)(=O)c1ccc(OC2CCCC2)c(C(=O)N2CCN(c3cnc4ccccc4c3)CC2)c1. Reaction SMILES: [CH3:37][CH2:38][O:39][C:40](=[O:41])[CH3:42].[CH3:43][C:44]#[N:45].[CH:18]1([O:23][c:24]2[c:25]([C:26](=[O:27])[OH:28])[cH:29][c:30]([S:33](=[O:34])(=[O:35])[CH3:36])[cH:31][cH:32]2)[CH2:19][CH2:20][CH2:21][CH2:22]1.[ClH:1].[N:2]1([c:8]2[cH:9][n:10][c:11]3[cH:12][cH:13][cH:14][cH:15][c:16]3[cH:17]2)[CH2:3][CH2:4][NH:5][CH2:6][CH2:7]1>>[N:2]1([c:8]2[cH:9][n:10][c:11]3[cH:12][cH:13][cH:14][cH:15][c:16]3[cH:17]2)[CH2:3][CH2:4][N:5]([C:26]([c:25]2[c:24]([O:23][CH:18]3[CH2:19][CH2:20][CH2:21][CH2:22]3)[cH:32][cH:31][c:30]([S:33](=[O:34])(=[O:35])[CH3:36])[cH:29]2)=[O:27])[CH2:6][CH2:7]1.